Task: describe an organic reaction: reactants, conditions, products, and yield. Dataset: the Open Reaction Database (ORD), a public repository of structured organic reaction records Reactants: CC(C)(C)O, FC(F)(F)C(Cl)=Cc1cccc(Cl)c1Cl. The product is FC(F)(F)C#Cc1cccc(Cl)c1Cl. As a reaction SMILES: [CH3:16][C:17]([OH:18])([CH3:19])[CH3:20].[Cl:1][C:2](=[CH:3][c:4]1[c:5]([Cl:11])[c:6]([Cl:10])[cH:7][cH:8][cH:9]1)[C:12]([F:13])([F:14])[F:15]>>[C:2](#[C:3][c:4]1[c:5]([Cl:11])[c:6]([Cl:10])[cH:7][cH:8][cH:9]1)[C:12]([F:13])([F:14])[F:15]. Reactants: Cl (hydrochloric acid), COC(=O)C=1C=C(C=C2C(CC(NC12)C1=CC(=CC=C1)N1CCCC1)(C)C)F (6-fluoro-4,4-dimethyl-2-(3-pyrrolidin-1-yl-phenyl)-1,2,3,4-tetrahydro-quinoline-8-carboxylic acid methyl ester). The solvent is CO (methanol), O1CCCC1 (tetrahydrofuran), [OH-].[Na+] (sodium hydroxide), O (water). Conditions: temperature 60 celsius, time 12 hour. Product: FC=1C=C2C(CC(NC2=C(C1)C(=O)O)C1=CC(=CC=C1)N1CCCC1)(C)C (6-fluoro-4,4-dimethyl-2-(3-pyrrolidin-1-yl-phenyl)-1,2,3,4-tetrahydro-quinoline-8-carboxylic acid). The yield is 93.8%. Reaction SMILES: C[O:2][C:3]([C:5]1[CH:6]=[C:7]([F:28])[CH:8]=[C:9]2[C:14]=1[NH:13][CH:12]([C:15]1[CH:20]=[CH:19][CH:18]=[C:17]([N:21]3[CH2:25][CH2:24][CH2:23][CH2:22]3)[CH:16]=1)[CH2:11][C:10]2([CH3:27])[CH3:26])=[O:4].Cl>CO.O1CCCC1.[OH-].[Na+].O>[F:28][C:7]1[CH:8]=[C:9]2[C:14](=[C:5]([C:3]([OH:4])=[O:2])[CH:6]=1)[NH:13][CH:12]([C:15]1[CH:20]=[CH:19][CH:18]=[C:17]([N:21]3[CH2:22][CH2:23][CH2:24][CH2:25]3)[CH:16]=1)[CH2:11][C:10]2([CH3:27])[CH3:26] |f:4.5|. Procedure: A mixture of afford 6-fluoro-4,4-dimethyl-2-(3-pyrrolidin-1-yl-phenyl)-1,2,3,4-tetrahydro-quinoline-8-carboxylic acid methyl ester (0.32 g, 0.81 mmol) in methanol (3 mL) and tetrahydrofuran (10 mL), 30% sodium hydroxide in water (1 mL). The reaction mixture was stirred at 60° C. for 12 h. The mixture was neutralized with a 3 N aqueous hydrochloric acid solution and extracted with ethyl acetate (2×50 mL), washed with water, dried over anhydrous sodium sulfate and then concentrated in vacuo to aff...